This data is from the Open Reaction Database (ORD), a public repository of structured organic reaction records. The task is: describe an organic reaction: reactants, conditions, products, and yield The reactants are C1=CC(=S)N(C=C1)[O-].[Na+] (sodium pyrithione). Run in O (DI water). Yields the product chitosan, C=1C=C[N+](=C(C1)S)[O-] (pyrithione), C=1C=C[N+](=C(C1)[S-])[O-].[Na+] (sodium Omadine), C1=CC(=S)N(C=C1)O (Omadine). RXN SMILES: [CH:1]1[CH:7]=[CH:6][N:5]([O-:8])[C:3](=[S:4])[CH:2]=1.[Na+:9]>O>[CH:1]1[CH:7]=[CH:6][N+:5]([O-:8])=[C:3]([SH:4])[CH:2]=1.[CH:1]1[CH:7]=[CH:6][N+:5]([O-:8])=[C:3]([S-:4])[CH:2]=1.[Na+:9].[CH:1]1[CH:7]=[CH:6][N:5]([OH:8])[C:3](=[S:4])[CH:2]=1 |f:0.1,4.5|. Reported procedure: Preparation of Comparative Example 2a (chitosan-pyrithione complex): a chitosan slurry was prepared by stirring 1 g VNS-461 into 50 g DI water. A solution of pyrithione acid (PA) was prepared in a separate flask by mixing 2.61 g 40% sodium pyrithione (NAP) solution obtained as sodium Omadine ("Omadine" is a trademark of Olin Corp, Cheshire, Conn.), with 22.4 g DI water and stirring followed by 25.28 g 1% hydrochloric acid. By this method, 99% of the NaP is acidified. The PA solution was added to... Starting materials: FC1=C(C=C(C=O)C=C1)OC1=CC=CC=C1 (4-fluoro-3-phenoxybenzaldehyde), [BH4-].[Na+] (sodium borohydride). Yields the product FC1=C(C=C(C=C1)CO)OC1=CC=CC=C1 ((4-fluoro-3-phenoxyphenyl)methyl alcohol). Procedure details: Under argon 2.16 g (0.010 mole) of 4-fluoro-3-phenoxybenzaldehyde was dissolved in 50 ml of absolute ethanol. To this solution was added with stirring 0.28 g (0.0074 mole) of sodium borohydride. After stirring at room temperature for 24 hours, 3 ml of 10% hydrochloric acid was added to the reaction mixture. The solvent was then evaporated under reduced pressure, leaving a milky-white residue. This residue was dissolved in 100 ml of diethyl ether and 5% hydrochloric acid. The organic phase was se... As a reaction SMILES: [F:1][C:2]1[CH:9]=[CH:8][C:5]([CH:6]=[O:7])=[CH:4][C:3]=1[O:10][C:11]1[CH:16]=[CH:15][CH:14]=[CH:13][CH:12]=1.[BH4-].[Na+]>C(O)C.C(OCC)C.Cl>[F:1][C:2]1[CH:9]=[CH:8][C:5]([CH2:6][OH:7])=[CH:4][C:3]=1[O:10][C:11]1[CH:12]=[CH:13][CH:14]=[CH:15][CH:16]=1 |f:1.2|. Run at time 24 hour. The solvent is C(C)O (ethanol), C(C)OCC (diethyl ether), Cl (hydrochloric acid), Cl (hydrochloric acid). The reactants are ice, [BH4-].[Na+] (sodium borohydride), C(C(O)C(O)C(=O)O)(=O)O (DL-tartaric acid), O1C(OCC1)C=1SC(=CN1)C(C(=O)OCC)=O (ethyl [2-(1,3-dioxolan-2-yl)-1,3-thiazol-5-yl](oxo)acetate). Solvent: O1CCCC1 (tetrahydrofuran). Reaction conditions: temperature 80 celsius, time 2 hour. The product is O1C(OCC1)C=1SC(=CN1)C(C(=O)OCC)O (Ethyl [2-(1,3-dioxolan-2-yl)-1,3-thiazol-5-yl](hydroxy)acetate). Isolated yield 79.7%. As a reaction SMILES: [BH4-].[Na+].C(O)(=O)C(C(C(O)=O)O)O.[O:13]1[CH2:17][CH2:16][O:15][CH:14]1[C:18]1[S:19][C:20]([C:23](=[O:29])[C:24]([O:26][CH2:27][CH3:28])=[O:25])=[CH:21][N:22]=1>O1CCCC1>[O:15]1[CH2:16][CH2:17][O:13][CH:14]1[C:18]1[S:19][C:20]([CH:23]([OH:29])[C:24]([O:26][CH2:27][CH3:28])=[O:25])=[CH:21][N:22]=1 |f:0.1|. Procedure: A suspension of sodium borohydride (6.18 g) and DL-tartaric acid (24.5 g) in tetrahydrofuran (250 mL) was stirred at 80° C. for 2 hr. The reaction mixture was cooled to 0° C., ethyl [2-(1,3-dioxolan-2-yl)-1,3-thiazol-5-yl](oxo)acetate (10.49 g) was added, and the mixture was stirred at room temperature for 2 days. The reaction mixture was slowly poured into ice (100 g), and the mixture was extracted with ethyl acetate. The ethyl acetate layer was washed with saturated brine, dried (MgSO9) and co... The reactants are NC1=NC=C(C(=N1)N)CC1=CC(=C(C(=C1)OC)Br)OC (2,4-diamino-5-(4-bromo-3,5-dimethoxybenzyl)-pyrimidine), ClC1=CC(=CC=C1)C(=O)OO (3-chloroperbenzoic acid), ClC1=CC(=CC=C1)C(=O)OO (3-chloroperbenzoic acid). Run in O1CCOCC1 (dioxane). Conditions: time 5 minute. The product is NC1=[N+](C=C(C(=N1)N)CC1=CC(=C(C(=C1)OC)Br)OC)[O-] (2,4-diamino-5-(4-bromo-3,5-dimethoxybenzyl)-pyrimidine N1 -oxide). Reaction SMILES: [NH2:1][C:2]1[N:7]=[C:6]([NH2:8])[C:5]([CH2:9][C:10]2[CH:15]=[C:14]([O:16][CH3:17])[C:13]([Br:18])=[C:12]([O:19][CH3:20])[CH:11]=2)=[CH:4][N:3]=1.ClC1C=CC=C(C(OO)=[O:29])C=1>O1CCOCC1>[NH2:1][C:2]1[N:7]=[C:6]([NH2:8])[C:5]([CH2:9][C:10]2[CH:15]=[C:14]([O:16][CH3:17])[C:13]([Br:18])=[C:12]([O:19][CH3:20])[CH:11]=2)=[CH:4][N+:3]=1[O-:29]. Procedure details: 3.4 G. of 2,4-diamino-5-(4-bromo-3,5-dimethoxybenzyl)-pyrimidine were suspended in 40 ml. of dioxane and treated with 2.4 g. of 3-chloroperbenzoic acid with stirring. The temperature rose to 38° C. and, after 5 minutes (no more oxidizing agent was detectable), an additional 1.2 g. of 3-chloroperbenzoic acid were added. A clear solution resulted which, after stirring for 15 minutes, became cloudy. After 2 hours, the white precipitate was removed by filtration under vacuum, washed with a small amo... The reactants are [OH-].[Na+] (NaOH), ClC=1C(=C(N)C=CC1)F (3-chloro-2-fluoroaniline), Cl (HCl), CS(=O)C (DMSO). The reagents and catalysts are [Cu](Cl)Cl (copper (II) chloride). Run in O (water). Conditions: temperature 90 celsius. Product: NC1=C(C(=C(C=O)C=C1)Cl)F (4-amino-2-chloro-3-fluorobenzaldehyde). Reaction SMILES: Cl[C:2]1[C:3]([F:9])=[C:4]([CH:6]=[CH:7][CH:8]=1)[NH2:5].[ClH:10].[OH-:11].[Na+].[CH3:13]S(C)=O>O.[Cu](Cl)Cl>[NH2:5][C:4]1[CH:6]=[CH:7][C:8]([CH:13]=[O:11])=[C:2]([Cl:10])[C:3]=1[F:9] |f:2.3|. Procedure: To 3-chloro-2-fluoroaniline (10.0 g, 68.7 mmol) in DMSO (500 mL) was added copper (II) chloride (18.5 g, 137.4 mmol) and conc. HCl (50 mL). The whole was heated to 90° C. for 13 h. The reaction was cooled to 0° C. and 4N NaOH was added dropwise to adjust to pH 8. The reaction was diluted with water and extracted with Et2O/EtOAc (1:1). The organic layer was washed with brine, and was dried, filtered and concentrated. The resulting residue was purified via silica gel chromatography eluting with 5-... Reactants: C(Cl)Cl (methylene chloride), CO (methanol), C1(=CC=C(C=C1)S(=O)(=O)O)C (p-toluene sulfonic acid), CO (methanol), C1(=CC=C(C=C1)S(=O)(=O)O)C (p-toluene sulfonic acid), O1C2C(CC(OC21)=O)(C)C (5.6-epoxy-4,4-dimethyl-tetrahydro-pyr-2-one), CO (methanol). Reaction conditions: temperature -10 celsius, time 16 hour. Product: COC1C(C(CC(O1)=O)(C)C)O (6-methoxy-5-hydroxy-4,4-dimethyl-tetrahydro-pyr-2-one). As a reaction SMILES: C1(C)C=CC(S(O)(=O)=O)=CC=1.[O:12]1[CH:18]2[CH:13]1[C:14]([CH3:21])([CH3:20])[CH2:15][C:16](=[O:19])[O:17]2.C(Cl)Cl.[CH3:25][OH:26]>>[CH3:25][O:26][CH:18]1[O:17][C:16](=[O:19])[CH2:15][C:14]([CH3:21])([CH3:20])[CH:13]1[OH:12]. Reported procedure: A drop of p-toluene sulfonic acid was added at -15° C. to a solution of 1.42 g of 5.6-epoxy-4,4-dimethyl-tetrahydro-pyr-2-one melting at ≃22° C., 14 ml of methylene chloride and 320 mg of methanol and the mixture was stirred for 31/2 hours at -10° C. 0.4 ml of methanol were added and the mixture was stirred at -10° C. for 16 hours. 40.4 ml of methanol and a little p-toluene sulfonic acid were added and the mixture was stirred for 48 hours while letting the temperature rise to room temperature. T... Starting materials: CC1=CC=C(C=C1)S(=O)O (4-methylbenzenesulfinic acid), FC1=C(C=O)C=CC(=C1)F (2,4-difluorobenzaldehyde), C(=O)N (formamide). Reagents/catalysts: [C@]12(C(=O)CC(CC1)C2(C)C)CS(=O)(=O)O ((1S)-(+)-10-camphorsulfonic acid). Run in CO (MeOH). Reaction conditions: temperature 65 celsius, time 16 hour. The product is FC1=C(C=CC(=C1)F)C(NC=O)S(=O)(=O)C1=CC=C(C)C=C1 (N-((2,4-Difluorophenyl)(tosyl)methyl)formamide). Yield: 70.2%. Reaction SMILES: [CH3:1][C:2]1[CH:7]=[CH:6][C:5]([S:8]([OH:10])=[O:9])=[CH:4][CH:3]=1.[F:11][C:12]1[CH:19]=[C:18]([F:20])[CH:17]=[CH:16][C:13]=1[CH:14]=O.[CH:21]([NH2:23])=[O:22]>CO.[C@]12(CS(O)(=O)=O)C(C)(C)C(CC1)CC2=O>[F:11][C:12]1[CH:19]=[C:18]([F:20])[CH:17]=[CH:16][C:13]=1[CH:14]([S:8]([C:5]1[CH:6]=[CH:7][C:2]([CH3:1])=[CH:3][CH:4]=1)(=[O:10])=[O:9])[NH:23][CH:21]=[O:22]. Procedure: To a round bottom flask was added 4-methylbenzenesulfinic acid (5.00 g, 32.0 mmol), (1S)-(+)-10-camphorsulfonic acid (0.074 g, 0.320 mmol), 2,4-difluorobenzaldehyde (3.85 mL, 35.2 mmol) and formamide (6.38 mL, 160 mmol). The reaction mixture was stirred at about 65° C. for about 16 h. The reaction mixture had solidified overnight. The solid was broken up and suspended in MeOH. The chunks of solid were ground to a powder with a spatula and the solid was filtered and washed with MeOH. The filter c...